This data is from the Open Reaction Database (ORD), a public repository of structured organic reaction records. The task is: describe an organic reaction: reactants, conditions, products, and yield Reactants: B(Br)(Br)Br (boron tribromide), C(=O)[O-].[NH4+] (Ammonium formate), B(Br)(Br)Br (Boron tribromide), COC=1C=C(O[C@H]2CN(CC2)C(CCC(C(=O)N)(C2=CC=CC=C2)C2=CC=CC=C2)(C)C)C=CC1 (5-[(3R)-3-(3-Methoxyphenoxy)pyrrolidin-1-yl]-5-methyl-2,2-diphenylhexanamide). Reagents/catalysts: [OH-].[OH-].[Pd+2] (Pd(OH)2/C). The solvent is ClCCl (dichloromethane). Conditions: time 8 day. Yields the product N (ammonia), OC=1C=C(O[C@H]2CN(CC2)C(CCC(C(=O)N)(C2=CC=CC=C2)C2=CC=CC=C2)(C)C)C=CC1 (5-[(3R)-3-(3-Hydroxyphenoxy)pyrrolidin-1-yl]-5-methyl-2,2-diphenylhexanamide). As a reaction SMILES: B(Br)(Br)Br.C[O:6][C:7]1[CH:8]=[C:9]([CH:37]=[CH:38][CH:39]=1)[O:10][C@@H:11]1[CH2:15][CH2:14][N:13]([C:16]([CH3:36])([CH3:35])[CH2:17][CH2:18][C:19]([C:29]2[CH:34]=[CH:33][CH:32]=[CH:31][CH:30]=2)([C:23]2[CH:28]=[CH:27][CH:26]=[CH:25][CH:24]=2)[C:20]([NH2:22])=[O:21])[CH2:12]1.C([O-])=O.[NH4+]>ClCCl.[OH-].[OH-].[Pd+2]>[NH3:13].[OH:6][C:7]1[CH:8]=[C:9]([CH:37]=[CH:38][CH:39]=1)[O:10][C@@H:11]1[CH2:15][CH2:14][N:13]([C:16]([CH3:36])([CH3:35])[CH2:17][CH2:18][C:19]([C:29]2[CH:30]=[CH:31][CH:32]=[CH:33][CH:34]=2)([C:23]2[CH:24]=[CH:25][CH:26]=[CH:27][CH:28]=2)[C:20]([NH2:22])=[O:21])[CH2:12]1 |f:2.3,5.6.7|. Procedure: Boron tribromide (1M in dichloromethane, 0.17 mL, 169 mmol) was added to a solution of the product of example 12 (20 mg, 42 mmol) in dichloromethane (2 mL) and the mixture was stirred at room temperature. The reaction was monitored by tlc analysis and portions of boron tribromide (1M in dichloromethane, 0.17 mL, 42 mmol) were added at regular intervals until all of the starting material had been consumed. After a period of 8 days, the reaction mixture was quenched with 0.88 ammonia solution, sti...